From a dataset of the Open Reaction Database (ORD), a public repository of structured organic reaction records. describe an organic reaction: reactants, conditions, products, and yield Starting materials: hydrazone, [OH-].[K+] (potassium hydroxide), [Cl-].ClC=1C=C(C=CC1Cl)[N+]#N (3,4-dichlorophenyl-diazonium chloride), ethyl 2-(2,4-dichlorobenzyl) acetoacetate, ClC=1C=C(C=CC1Cl)NN=C(C(=O)OCC)CC1=C(C=C(C=C1)Cl)Cl (ethyl 2,4-dichlorophenylpyruvate 3,4-dichlorophenyl hydrazone), ClC=1C=C(N)C=CC1Cl (3,4-dichloroaniline), N(=O)[O-].[Na+] (sodium nitrite), diazonium salt. Solvent: S(O)(O)(=O)=O (sulfuric acid), O (water), O (water), C(C)O (ethanol), C(C)O (ethanol), Cl (hydrochloric acid). Run at time 15 minute. Product: ClC=1C=C2C(=C(NC2=CC1Cl)C(=O)OCC)C1=C(C=C(C=C1)Cl)Cl (Ethyl 5,6-dichloro-3-(2,4-dichlorophenyl)indole-2-carboxylate). Reaction SMILES: [Cl-].[Cl:2][C:3]1[CH:4]=[C:5]([N+:10]#N)[CH:6]=[CH:7][C:8]=1[Cl:9].ClC1C=C(C=CC=1Cl)N.N([O-])=O.[Na+].[OH-].[K+].ClC1C=C(NN=[C:37]([CH2:43][C:44]2[CH:49]=[CH:48][C:47]([Cl:50])=[CH:46][C:45]=2[Cl:51])[C:38]([O:40][CH2:41][CH3:42])=[O:39])C=CC=1Cl>Cl.O.C(O)C.S(=O)(=O)(O)O>[Cl:9][C:8]1[CH:7]=[C:6]2[C:5](=[CH:4][C:3]=1[Cl:2])[NH:10][C:37]([C:38]([O:40][CH2:41][CH3:42])=[O:39])=[C:43]2[C:44]1[CH:49]=[CH:48][C:47]([Cl:50])=[CH:46][C:45]=1[Cl:51] |f:0.1,3.4,5.6|. Procedure details: Prepare a solution of 3,4-dichlorophenyl-diazonium chloride by treating 8.2 g. of 3,4-dichloroaniline in 25 ml of concentrated hydrochloric acid with a solution of 3.5 g. of sodium nitrite in 35 ml of water at -5°. Dissolve ethyl 2-(2,4-dichlorobenzyl) acetoacetate (14.3 g.) in 100 ml of ethanol with 8.3 g. of potassium hydroxide in 8.3 ml of water and cool to -5°. Add the solution of the diazonium salt to the latter solution, keeping the temperature at 0°, and stir for 15 minutes. Extract with ...